Dataset: the Open Reaction Database (ORD), a public repository of structured organic reaction records. Task: describe an organic reaction: reactants, conditions, products, and yield The reactants are ClCC(COCCCCCCCCCC)O (1-chloro-3-decyloxy-2-propanol), alcohol, [OH-].[Na+] (NaOH), epoxide, crude product. The solvent is O (water), O (Water). Reaction conditions: temperature 40 celsius. Product: C(CCCCCCCCC)OCC1OC1 ((decyloxy)methyloxirane). Yield: 67.0%. Reaction SMILES: Cl[CH2:2][CH:3]([OH:16])[CH2:4][O:5][CH2:6][CH2:7][CH2:8][CH2:9][CH2:10][CH2:11][CH2:12][CH2:13][CH2:14][CH3:15].[OH-].[Na+]>O>[CH2:6]([O:5][CH2:4][CH:3]1[CH2:2][O:16]1)[CH2:7][CH2:8][CH2:9][CH2:10][CH2:11][CH2:12][CH2:13][CH2:14][CH3:15] |f:1.2|. Reported procedure: To the crude 1-chloro-3-decyloxy-2-propanol prepared as described above and cooled to 40° C. was added NaOH (50% aqueous, 76 g, 2.2 mole) and water (44 g). The temperature rose to 50° C., then the mixture was heated to 85°-90° C. for three hours. Analysis by GC showed the crude product contained 11% unreacted alcohol and 75% of the expected epoxide. Water (200 ml) was added to dissolve precipitated salt. The aqueous phase was separated (pH 4) and the organic phase washed with 5% NaCl solution to... Reactants: CCO, COc1ccc2ccccc2c1[N+](=O)[O-]. Product: COc1ccc2ccccc2c1N. As a reaction SMILES: [CH3:16][CH2:17][OH:18].[N+:1]([O-:2])(=[O:3])[c:4]1[c:5]([O:14][CH3:15])[cH:6][cH:7][c:8]2[cH:9][cH:10][cH:11][cH:12][c:13]12>>[NH2:1][c:4]1[c:5]([O:14][CH3:15])[cH:6][cH:7][c:8]2[cH:9][cH:10][cH:11][cH:12][c:13]12.